From a dataset of the Open Reaction Database (ORD), a public repository of structured organic reaction records. describe an organic reaction: reactants, conditions, products, and yield The reactants are CC1=C(C=CC=C1)NC=1OC2=C(N1)C=CC(=C2)CC(=O)O (2-(2-methylphenylamino)-6-benzoxazolylacetic acid), C1=C(C=CC2=CC=CC=C12)O[C@H]1C[C@H](NC1)COC1=CC=C(C(=O)OC)C=C1 (methyl 4-((2S,4S)-4-(2-naphthyloxy)-2-pyrrolidinylmethoxy)benzoate), CCN=C=NCCCN(C)C.Cl (EDC•HCl), C=1C=CC2=C(C1)N=NN2O (HOBt). Solvent: CN(C)C=O (DMF), C(C)N(CC)CC (triethylamine), ice water. Reaction conditions: time 16 hour. The product is CC1=C(C=CC=C1)NC=1OC2=C(N1)C=CC(=C2)CC(=O)N2[C@@H](C[C@@H](C2)OC2=CC1=CC=CC=C1C=C2)COC2=CC=C(C(=O)OC)C=C2 (methyl 4-((2S,4S)-1-(2-(2-methylphenylamino)-6-benzoxazolylacetyl)-4-(2-naphthyloxy)-2-pyrrolidinylmethoxy)benzoate). As a reaction SMILES: [CH3:1][C:2]1[CH:7]=[CH:6][CH:5]=[CH:4][C:3]=1[NH:8][C:9]1[O:10][C:11]2[CH:17]=[C:16]([CH2:18][C:19](O)=[O:20])[CH:15]=[CH:14][C:12]=2[N:13]=1.[CH:22]1[C:31]2[C:26](=[CH:27][CH:28]=[CH:29][CH:30]=2)[CH:25]=[CH:24][C:23]=1[O:32][C@@H:33]1[CH2:37][NH:36][C@H:35]([CH2:38][O:39][C:40]2[CH:49]=[CH:48][C:43]([C:44]([O:46][CH3:47])=[O:45])=[CH:42][CH:41]=2)[CH2:34]1.CCN=C=NCCCN(C)C.Cl.C1C=CC2N(O)N=NC=2C=1>CN(C=O)C.C(N(CC)CC)C>[CH3:1][C:2]1[CH:7]=[CH:6][CH:5]=[CH:4][C:3]=1[NH:8][C:9]1[O:10][C:11]2[CH:17]=[C:16]([CH2:18][C:19]([N:36]3[CH2:37][C@@H:33]([O:32][C:23]4[CH:24]=[CH:25][C:26]5[C:31](=[CH:30][CH:29]=[CH:28][CH:27]=5)[CH:22]=4)[CH2:34][C@H:35]3[CH2:38][O:39][C:40]3[CH:49]=[CH:48][C:43]([C:44]([O:46][CH3:47])=[O:45])=[CH:42][CH:41]=3)=[O:20])[CH:15]=[CH:14][C:12]=2[N:13]=1 |f:2.3|. Procedure details: In DMF (10 ml), a mixture of 2-(2-methylphenylamino)-6-benzoxazolylacetic acid (141 mg, 0.50 mmol), methyl 4-((2S,4S)-4-(2-naphthyloxy)-2-pyrrolidinylmethoxy)benzoate (189 mg, 0.50 mmol), EDC•HCl (144 mg, 0.75 mmol), HOBt (101 mg, 0.75 mmol) and triethylamine was stirred at room temperature for 16 hours. The reaction mixture was poured in ice water (30 ml), followed by extraction with ethyl acetate. The extract was washed with ice water and saturated brine, dried over anhydrous sodium sulfate an... The reactants are [Na].C(CCCCC)N1C(=O)N(C=2N=CNC2C1=O)C (1-hexyl-3-methylxanthine sodium salt), ClCP(C)(C)=O (chloromethyldimethylphosphine oxide). The product is C(CCCCC)N1C(=O)N(C=2N=CN(C2C1=O)CP(C)(C)=O)C ([1-(1-Hexyl-3-methylxanthin-7-yl)methyl]dimethylphosphine Oxide). Reaction SMILES: [Na].[CH2:2]([N:8]1[C:17](=[O:18])[C:16]2[NH:15][CH:14]=[N:13][C:12]=2[N:11]([CH3:19])[C:9]1=[O:10])[CH2:3][CH2:4][CH2:5][CH2:6][CH3:7].Cl[CH2:21][P:22](=[O:25])([CH3:24])[CH3:23]>>[CH2:2]([N:8]1[C:17](=[O:18])[C:16]2[N:15]([CH2:21][P:22](=[O:25])([CH3:24])[CH3:23])[CH:14]=[N:13][C:12]=2[N:11]([CH3:19])[C:9]1=[O:10])[CH2:3][CH2:4][CH2:5][CH2:6][CH3:7] |f:0.1,^1:0|. Reported procedure: The title substance was prepared from 26 g (0.1 mol) of 1-hexyl-3-methylxanthine sodium salt and chloromethyldimethylphosphine oxide analogously to Example 59 and crystallized from hexane. Reactants: OC=1C(=CC2=C(C(C(=CO2)C2=CC(=CC=C2)Cl)=O)C1)O (6,7-dihydroxy-3-(3-chlorophenyl)-4H-1-benzopyran-4-one), S(O)(O)(=O)=O (sulphuric acid), O1CCCC1 (Tetrahydrofuran), C(C)(=O)O (acetic acid). Solvent: O1CCOCC1.C(C)O (dioxan ethanol). The product is OC=1C(=CC2=C(CC(CO2)C2=CC(=CC=C2)Cl)C1)O (3,4-dihydro-6,7-dihydroxy-3-(3-chlorophenyl)-2H-1-benzopyran). As a reaction SMILES: [OH:1][C:2]1[C:3]([OH:20])=[CH:4][C:5]2[O:10][CH:9]=[C:8]([C:11]3[CH:16]=[CH:15][CH:14]=[C:13]([Cl:17])[CH:12]=3)[C:7](=O)[C:6]=2[CH:19]=1.O1CCCC1.C(O)(=O)C.S(=O)(=O)(O)O>O1CCOCC1.C(O)C>[OH:1][C:2]1[C:3]([OH:20])=[CH:4][C:5]2[O:10][CH2:9][CH:8]([C:11]3[CH:16]=[CH:15][CH:14]=[C:13]([Cl:17])[CH:12]=3)[CH2:7][C:6]=2[CH:19]=1 |f:4.5|. Procedure: As example 39, but using 6,7-dihydroxy-3-(3-chlorophenyl)-4H-1-benzopyran-4-one (1.2 g) instead of 6,7-dihydroxy-3-(3-methylphenyl)-4H-1-benzopyran-4-one. Tetrahydrofuran and acetic acid are used instead of dioxan/ethanol and sulphuric acid. The resulting oil crystallizes to give 3,4-dihydro-6,7-dihydroxy-3-(3-chlorophenyl)-2H-1-benzopyran. Reactants: COc1ccc2c(c1)C(=O)CC2, CCOC=O, [H-], [Na+], O, c1ccccc1. The product is COc1ccc2c(c1)C(=O)C(=CO)C2. RXN SMILES: [CH3:8][O:9][c:10]1[cH:11][cH:12][c:13]2[c:17]([cH:18]1)[C:16](=[O:19])[CH2:15][CH2:14]2.[CH:1](=[O:2])[O:3][CH2:4][CH3:5].[H-:7].[Na+:6].[OH2:20].[cH:21]1[cH:22][cH:23][cH:24][cH:25][cH:26]1>>[CH:1]([OH:2])=[C:15]1[CH2:14][c:13]2[cH:12][cH:11][c:10]([O:9][CH3:8])[cH:18][c:17]2[C:16]1=[O:19]. Starting materials: [OH-].[Na+] (NaOH), C(C)OC(C(CC1=CC=C(C=C1)O)(C)OC1=CC(=C(C=C1)C)C)=O (2-(3,4-dimethylphenoxy)-3-(4-hydroxyphenyl)-2-methyl-propionic acid ethyl ester), CC1=C(N=C(O1)C1=CC=C(C=C1)C1=CC=CC=C1)CCOS(=O)(=O)C1=CC=C(C=C1)C (toluene-4-sulfonic acid 2-(5-methyl-2-biphenyl-4-yl-oxazol-4-yl)ethyl ester), C(=O)([O-])[O-].[K+].[K+] (K2CO3). The solvent is C(C)O (ethanol), C(C)O (ethanol). Reaction SMILES: C(OC(=O)[C:5]([O:15][C:16]1[CH:21]=[CH:20][C:19]([CH3:22])=[C:18]([CH3:23])[CH:17]=1)([CH3:14])[CH2:6][C:7]1[CH:12]=[CH:11][C:10]([OH:13])=[CH:9][CH:8]=1)C.[CH3:25][C:26]1[O:30][C:29]([C:31]2[CH:36]=[CH:35][C:34]([C:37]3[CH:42]=[CH:41][CH:40]=[CH:39][CH:38]=3)=[CH:33][CH:32]=2)=[N:28][C:27]=1[CH2:43][CH2:44]OS(C1C=CC(C)=CC=1)(=O)=O.[C:56]([O-:59])([O-])=[O:57].[K+].[K+].[OH-].[Na+]>C(O)C>[C:34]1([C:37]2[CH:38]=[CH:39][CH:40]=[CH:41][CH:42]=2)[CH:35]=[CH:36][C:31]([C:29]2[O:30][C:26]([CH3:25])=[C:27]([CH2:43][CH2:44][O:13][C:10]3[CH:9]=[CH:8][C:7]([CH2:6][C:5]([O:15][C:16]4[CH:21]=[CH:20][C:19]([CH3:22])=[C:18]([CH3:23])[CH:17]=4)([CH3:14])[C:56]([OH:59])=[O:57])=[CH:12][CH:11]=3)[N:28]=2)=[CH:32][CH:33]=1 |f:2.3.4,5.6|. Reported procedure: A mixture of 2-(3,4-dimethylphenoxy)-3-(4-hydroxyphenyl)-2-methyl-propionic acid ethyl ester (0.030 mmol) (see Ex. 32, Part C), toluene-4-sulfonic acid 2-(5-methyl-2-biphenyl-4-yl-oxazol-4-yl)ethyl ester (0.030 mmol) (see Ex. 1, Part I) and 325 mesh K2CO3 (0.084 g, 0.60 mmol) in ethanol (2 mL) was heated to reflux for 24 h under N2. Aqueous 5N NaOH (0.5 mL) and additional ethanol (1 mL) was added to the reaction mixture and it was heated at reflux for an additional 2 h. The reaction was cooled a... The product is C1(=CC=C(C=C1)C=1OC(=C(N1)CCOC1=CC=C(C=C1)CC(C(=O)O)(C)OC1=CC(=C(C=C1)C)C)C)C1=CC=CC=C1 (3-{4-[2-(2-biphenyl-4-yl-5-methyl-oxazol-4-yl)-ethoxy]-phenyl}-2-(3,4-dimethyl-phenoxy)-2-methyl-propionic acid).